describe an organic reaction: reactants, conditions, products, and yield From a dataset of the Open Reaction Database (ORD), a public repository of structured organic reaction records. The reactants are COC1=C2CC3(C(C2=CC=C1)=O)CCCCC3 (4'-methoxy-spiro(cyclohexane-1,2'-indan)-1'-one). Solvent: C(C)(=O)O (acetic acid), Br (hydrogen bromide). Yields the product OC1=C2CC3(C(C2=CC=C1)=O)CCCCC3 (4'-hydroxy-spiro(cyclohexane-1,2'-indan)-1'-one). Reaction SMILES: C[O:2][C:3]1[CH:11]=[CH:10][CH:9]=[C:8]2[C:4]=1[CH2:5][C:6]1([CH2:17][CH2:16][CH2:15][CH2:14][CH2:13]1)[C:7]2=[O:12]>C(O)(=O)C.Br>[OH:2][C:3]1[CH:11]=[CH:10][CH:9]=[C:8]2[C:4]=1[CH2:5][C:6]1([CH2:17][CH2:16][CH2:15][CH2:14][CH2:13]1)[C:7]2=[O:12]. Procedure: 5.6 g of 4'-methoxy-spiro(cyclohexane-1,2'-indan)-1'-one in 80 ml acetic acid and 20 ml 48% (w/w) aqueous hydrogen bromide are refluxed for 20 hours. The mixture is evaporated, diluted with water and extracted with ether. Evaporation of the solvent yields 4'-hydroxy-spiro(cyclohexane-1,2'-indan)-1'-one; M.Pt. 162°-164° (from ethanol).